Dataset: the Open Reaction Database (ORD), a public repository of structured organic reaction records. Task: describe an organic reaction: reactants, conditions, products, and yield Starting materials: COC1=C(CN2C(C(CC2)(CC2=CC=C(C=C2)F)CCN2CCC(CC2)NC2=NC3=C(N2CCOCC)C=CC=C3)=O)C=CC=C1 (1-(2-methoxybenzyl)-3-(2-(4-(1-(2-ethoxyethyl)-1H-benzimidazol-2-yl-amino)piperidin-1-yl)ethyl)-3-(4-fluorophenylmethyl)-2-oxopyrrolidine), CS(=O)(=O)O (methanesulfonic acid). Yields the product CS(=O)(=O)O.COC1=C(CN2C(C(CC2)(CC2=CC=C(C=C2)F)CCN2CCC(CC2)NC2=NC3=C(N2CCOCC)C=CC=C3)=O)C=CC=C1 (1-(2-methoxybenzyl)-3-(2-(4-(1-(2-ethoxyethyl)-1H-benzimidazol-2-yl-amino)piperidin-1-yl)ethyl)-3-(4-fluorophenylmethyl)-2-oxopyrrolidine Methanesulfonic Acid Salt). RXN SMILES: [CH3:1][O:2][C:3]1[CH:46]=[CH:45][CH:44]=[CH:43][C:4]=1[CH2:5][N:6]1[CH2:10][CH2:9][C:8]([CH2:19][CH2:20][N:21]2[CH2:26][CH2:25][CH:24]([NH:27][C:28]3[N:32]([CH2:33][CH2:34][O:35][CH2:36][CH3:37])[C:31]4[CH:38]=[CH:39][CH:40]=[CH:41][C:30]=4[N:29]=3)[CH2:23][CH2:22]2)([CH2:11][C:12]2[CH:17]=[CH:16][C:15]([F:18])=[CH:14][CH:13]=2)[C:7]1=[O:42].[CH3:47][S:48]([OH:51])(=[O:50])=[O:49]>>[CH3:47][S:48]([OH:51])(=[O:50])=[O:49].[CH3:1][O:2][C:3]1[CH:46]=[CH:45][CH:44]=[CH:43][C:4]=1[CH2:5][N:6]1[CH2:10][CH2:9][C:8]([CH2:19][CH2:20][N:21]2[CH2:26][CH2:25][CH:24]([NH:27][C:28]3[N:32]([CH2:33][CH2:34][O:35][CH2:36][CH3:37])[C:31]4[CH:38]=[CH:39][CH:40]=[CH:41][C:30]=4[N:29]=3)[CH2:23][CH2:22]2)([CH2:11][C:12]2[CH:17]=[CH:16][C:15]([F:18])=[CH:14][CH:13]=2)[C:7]1=[O:42] |f:2.3|. Reported procedure: Prepare by the method of Example 16.8 using 1-(2-methoxybenzyl)-3-(2-(4-(1-(2-ethoxyethyl)-1H-benzimidazol-2-yl-amino)piperidin-1-yl)ethyl)-3-(4-fluorophenylmethyl)-2-oxopyrrolidine (1.2 g) and methanesulfonic acid (0.4 g, 4.9 mmol) to give the title compound. The reactants are CCOC(=O)CCc1cn(Cc2ccccc2)nc1O, CN(C)C=O, [H-], CCI, [Na+], O. Product: CCOC(=O)CCc1cn(Cc2ccccc2)nc1OCC. Reaction SMILES: [CH2:3]([c:4]1[cH:5][cH:6][cH:7][cH:8][cH:9]1)[n:10]1[n:11][c:12]([OH:22])[c:13]([CH2:15][CH2:16][C:17](=[O:18])[O:19][CH2:20][CH3:21])[cH:14]1.[CH3:27][N:28]([CH3:29])[CH:30]=[O:31].[H-:1].[I:23][CH2:24][CH3:25].[Na+:2].[OH2:26]>>[CH2:3]([c:4]1[cH:5][cH:6][cH:7][cH:8][cH:9]1)[n:10]1[n:11][c:12]([O:22][CH2:24][CH3:25])[c:13]([CH2:15][CH2:16][C:17](=[O:18])[O:19][CH2:20][CH3:21])[cH:14]1. The reactants are CNS(=O)(=O)CC=1C=CC2=C(C1)C(=CN2)CCN(C)C (Sumatriptan), OC(=O)CCCCCCCCC (Capric acid), CNS(=O)(=O)CC=1C=CC2=C(C1)C(=CN2)CCN(C)C (sumatriptan). The solvent is C(C)(=O)OCC (ethyl acetate), C(C)(=O)OCC (ethyl acetate). The product is CNS(=O)(=O)CC=1C=CC2=C(C1)C(=CN2)CCN(C)C.[O-]C(=O)CCCCCCCCC (sumatriptan caprate). As a reaction SMILES: [CH3:1][NH:2][S:3]([CH2:6][C:7]1[CH:8]=[CH:9][C:10]2[NH:15][CH:14]=[C:13]([CH2:16][CH2:17][N:18]([CH3:20])[CH3:19])[C:11]=2[CH:12]=1)(=[O:5])=[O:4].[OH:21][C:22]([CH2:24][CH2:25][CH2:26][CH2:27][CH2:28][CH2:29][CH2:30][CH2:31][CH3:32])=[O:23]>C(OCC)(=O)C>[CH3:1][NH:2][S:3]([CH2:6][C:7]1[CH:8]=[CH:9][C:10]2[NH:15][CH:14]=[C:13]([CH2:16][CH2:17][N:18]([CH3:20])[CH3:19])[C:11]=2[CH:12]=1)(=[O:5])=[O:4].[O-:23][C:22]([CH2:24][CH2:25][CH2:26][CH2:27][CH2:28][CH2:29][CH2:30][CH2:31][CH3:32])=[O:21] |f:3.4|. Procedure: Sumatriptan base ((2.29g; 7.75 mmol) was dissolved in boiling ethyl acetate (300 mL) with stirring. Capric acid (1.33 g; 7.75 mmol) was dissolved in ethyl acetate (10 mL) and added to the sumatriptan base solution in one portion. The hot solution was stirred for a further 10 minutes and allowed to cool to room temperature. Evaporation of the solvent by rotary evaporation rave a pale yellow oil. Hexane (50 mL) was added and a white precipitate formed that was filtered off under vacuum. The precip... The reactants are ClC1=C(C=CC(=C1)Cl)C(CN(C)C)=O (1-(2,4-dichlorophenyl)-2-(dimethylamino)ethanone), NH4OAc, [BH3-]C#N.[Na+] (NaCNBH3). The product is ClC1=C(C=CC(=C1)Cl)C(CN(C)C)N (1-(2,4-Dichlorophenyl)-N2,N2 -dimethyl-1,2-ethanediamine). As a reaction SMILES: [Cl:1][C:2]1[CH:7]=[C:6]([Cl:8])[CH:5]=[CH:4][C:3]=1[C:9](=O)[CH2:10][N:11]([CH3:13])[CH3:12].[BH3-]C#[N:17].[Na+]>>[Cl:1][C:2]1[CH:7]=[C:6]([Cl:8])[CH:5]=[CH:4][C:3]=1[CH:9]([NH2:17])[CH2:10][N:11]([CH3:13])[CH3:12] |f:1.2|. Procedure: In a manner similar to Preparation 21 react 1-(2,4-dichlorophenyl)-2-(dimethylamino)ethanone with NH4OAc and NaCNBH3 to obtain the title compound. Reactants: O=c1cc(-c2ccc(OCc3ccccc3)cc2)oc2cc(OCc3ccccc3)cc(OCc3ccccc3)c12, CC1(C)OO1, CC(C)=O, ClCCl. Yields the product O=c1c(O)c(-c2ccc(OCc3ccccc3)cc2)oc2cc(OCc3ccccc3)cc(OCc3ccccc3)c12. Reaction SMILES: [CH2:1]([c:2]1[cH:3][cH:4][cH:5][cH:6][cH:7]1)[O:8][c:9]1[c:10]2[c:11](=[O:41])[cH:12][c:13](-[c:27]3[cH:28][cH:29][c:30]([O:33][CH2:34][c:35]4[cH:36][cH:37][cH:38][cH:39][cH:40]4)[cH:31][cH:32]3)[o:14][c:15]2[cH:16][c:17]([O:19][CH2:20][c:21]2[cH:22][cH:23][cH:24][cH:25][cH:26]2)[cH:18]1.[CH3:42][C:43]1([CH3:45])[O:44][O:46]1.[CH3:50][C:51](=[O:52])[CH3:53].[Cl:47][CH2:48][Cl:49]>>[CH2:1]([c:2]1[cH:3][cH:4][cH:5][cH:6][cH:7]1)[O:8][c:9]1[c:10]2[c:11](=[O:41])[c:12]([OH:44])[c:13](-[c:27]3[cH:28][cH:29][c:30]([O:33][CH2:34][c:35]4[cH:36][cH:37][cH:38][cH:39][cH:40]4)[cH:31][cH:32]3)[o:14][c:15]2[cH:16][c:17]([O:19][CH2:20][c:21]2[cH:22][cH:23][cH:24][cH:25][cH:26]2)[cH:18]1. Reactants: CCOC(=O)Cl, ClCCl, Cl, NC1CCN(C(=O)OC2C3CC4CC(C3)CC2C4)C1. The product is CCOC(=O)NC1CCN(C(=O)OC2C3CC4CC(C3)CC2C4)C1. RXN SMILES: [Cl:20][C:21](=[O:22])[O:23][CH2:24][CH3:25].[Cl:27][CH2:28][Cl:29].[ClH:26].[NH2:1][CH:2]1[CH2:3][N:4]([C:7](=[O:8])[O:9][CH:10]2[CH:11]3[CH2:12][CH:13]4[CH2:14][CH:15]([CH2:16][CH:17]2[CH2:18]4)[CH2:19]3)[CH2:5][CH2:6]1>>[NH:1]([CH:2]1[CH2:3][N:4]([C:7](=[O:8])[O:9][CH:10]2[CH:11]3[CH2:12][CH:13]4[CH2:14][CH:15]([CH2:16][CH:17]2[CH2:18]4)[CH2:19]3)[CH2:5][CH2:6]1)[C:21](=[O:22])[O:23][CH2:24][CH3:25]. Reactants: [C@H]12N[C@@H](C[C@@H]2C1)CNC(=O)C1=CC=CC=2OCCOC21 (2,3-dihydro-benzo[1,4]dioxine-5-carboxylic acid [(1S,3S,5S)-2-aza-bicyclo[3.1.0]hex-3-ylmethyl]-amide), FC=1C=C(C=CC1)C1=C(N=C(S1)C)C(=O)O (5-(3-fluoro-phenyl)-2-methyl-thiazole-4-carboxylic acid). Product: FC=1C=C(C=CC1)C1=C(N=C(S1)C)C(=O)N1[C@H]2C[C@H]2C[C@H]1CNC(=O)C1=CC=CC=2OCCOC21 (2,3-dihydro-benzo[1,4]dioxine-5-carboxylic acid {(1S,3S,5S)-2-[5-(3-fluoro-phenyl)-2-methyl-thiazole-4-carbonyl]-2-aza-bicyclo[3.1.0]hex-3-ylmethyl}-amide). As a reaction SMILES: [C@H:1]12[CH2:6][C@H:5]1[CH2:4][C@@H:3]([CH2:7][NH:8][C:9]([C:11]1[C:20]3[O:19][CH2:18][CH2:17][O:16][C:15]=3[CH:14]=[CH:13][CH:12]=1)=[O:10])[NH:2]2.[F:21][C:22]1[CH:23]=[C:24]([C:28]2[S:32][C:31]([CH3:33])=[N:30][C:29]=2[C:34](O)=[O:35])[CH:25]=[CH:26][CH:27]=1>>[F:21][C:22]1[CH:23]=[C:24]([C:28]2[S:32][C:31]([CH3:33])=[N:30][C:29]=2[C:34]([N:2]2[C@H:3]([CH2:7][NH:8][C:9]([C:11]3[C:20]4[O:19][CH2:18][CH2:17][O:16][C:15]=4[CH:14]=[CH:13][CH:12]=3)=[O:10])[CH2:4][C@H:5]3[C@@H:1]2[CH2:6]3)=[O:35])[CH:25]=[CH:26][CH:27]=1. Procedure details: prepared by reaction of 2,3-dihydro-benzo[1,4]dioxine-5-carboxylic acid [(1S,3S,5S)-2-aza-bicyclo[3.1.0]hex-3-ylmethyl]-amide with 5-(3-fluoro-phenyl)-2-methyl-thiazole-4-carboxylic acid. LC-MS (basic): tR=1.35 min; [M+H]+=494.1.